Dataset: the Open Reaction Database (ORD), a public repository of structured organic reaction records. Task: describe an organic reaction: reactants, conditions, products, and yield Starting materials: N=C1N(CCC1)C (2 -imino-1 -methylpyrrolidine), BrC1=CC=C(C=C1)N=C=O (p-bromophenylisocyanate). The solvent is C1=CC=CC=C1 (benzene), C1=CC=CC=C1 (benzene). Yields the product BrC1=CC=C(C=C1)NC(=O)N=C1N(CCC1)C (1 -p-bromophenyl-3 -(1 -methyl-2 -pyrrolidylidene)urea). As a reaction SMILES: [NH:1]=[C:2]1[CH2:6][CH2:5][CH2:4][N:3]1[CH3:7].[Br:8][C:9]1[CH:14]=[CH:13][C:12]([N:15]=[C:16]=[O:17])=[CH:11][CH:10]=1>C1C=CC=CC=1>[Br:8][C:9]1[CH:14]=[CH:13][C:12]([NH:15][C:16]([N:1]=[C:2]2[CH2:6][CH2:5][CH2:4][N:3]2[CH3:7])=[O:17])=[CH:11][CH:10]=1. Reported procedure: To 4.9 grams (0.05 mole) of 2 -imino-1 -methylpyrrolidine in anhydrous benzene is added, dropwise with stirring, 9.9 g. (0.05 mole) of p-bromophenylisocyanate, dissolved in anhydrous benzene. Solid material forms as the reaction mixture is stirred at room temperature overnight. This solid, 1 -p-bromophenyl-3 -(1 -methyl-2 -pyrrolidylidene)urea, is collected, (m.p. = 135°-137° C). A second crop (m.p. = 134°-136° C) is also obtained from the mother liquor. The two crops are combined and recrystall... The reactants are O=C([O-])O, CO, [H][H], [K+], [K], O=C(NS(=O)(=O)c1ccccc1)c1ccc([N+](=O)[O-])c(NCc2ccc(-c3ccccc3)cc2)c1. Product: [K], Nc1ccc(C(=O)NS(=O)(=O)c2ccccc2)cc1NCc1ccc(-c2ccccc2)cc1. RXN SMILES: [C:37](=[O:38])([O-:39])[OH:40].[CH3:44][OH:45].[H:42][H:43].[K+:41].[K:1].[c:2]1([S:8](=[O:9])(=[O:10])[NH:11][C:12]([c:13]2[cH:14][c:15]([NH:22][CH2:23][c:24]3[cH:25][cH:26][c:27](-[c:30]4[cH:31][cH:32][cH:33][cH:34][cH:35]4)[cH:28][cH:29]3)[c:16]([N+:19]([O-:20])=[O:21])[cH:17][cH:18]2)=[O:36])[cH:3][cH:4][cH:5][cH:6][cH:7]1>>[K:1].[c:2]1([S:8](=[O:9])(=[O:10])[NH:11][C:12]([c:13]2[cH:14][c:15]([NH:22][CH2:23][c:24]3[cH:25][cH:26][c:27](-[c:30]4[cH:31][cH:32][cH:33][cH:34][cH:35]4)[cH:28][cH:29]3)[c:16]([NH2:19])[cH:17][cH:18]2)=[O:36])[cH:3][cH:4][cH:5][cH:6][cH:7]1. Starting materials: CC1=C(C=CC(=C1)[N+](=O)[O-])N=C1SC[C@@H](N1)CC=1NC=C(N1)CC(C)C ((4S)-2-(2-methyl-4-nitrophenylimino)-4-(1-(isobutylimidazoly)methyl)-1,3-thiazolidine), C(C(C)C)Br (isobutyl bromide). The product is CC1=C(C=CC(=C1)[N+](=O)[O-])N=C1SC[C@@H](N1CC(C)C)CC=1NC=C(N1)CC(C)C ((4S)-2-(2-methyl-4-nitrophenylimino)-3-isobutyl-4-(1-(isobutylimidazolyl)methyl)-1,3-thiazolidine). RXN SMILES: [CH3:1][C:2]1[CH:7]=[C:6]([N+:8]([O-:10])=[O:9])[CH:5]=[CH:4][C:3]=1[N:11]=[C:12]1[NH:16][C@@H:15]([CH2:17][C:18]2[NH:19][CH:20]=[C:21]([CH2:23][CH:24]([CH3:26])[CH3:25])[N:22]=2)[CH2:14][S:13]1.[CH2:27](Br)[CH:28]([CH3:30])[CH3:29]>>[CH3:1][C:2]1[CH:7]=[C:6]([N+:8]([O-:10])=[O:9])[CH:5]=[CH:4][C:3]=1[N:11]=[C:12]1[N:16]([CH2:27][CH:28]([CH3:30])[CH3:29])[C@@H:15]([CH2:17][C:18]2[NH:19][CH:20]=[C:21]([CH2:23][CH:24]([CH3:26])[CH3:25])[N:22]=2)[CH2:14][S:13]1. Procedure: (L)-Histidinol was reacted with SOCl2 followed by 2-methyl-4-nitrophenyl isothiocyanate according to Method C2a to give (4S)-2-(2-methyl-4-nitrophenylimino)-4-(1-(isobutylimidazoly)methyl)-1,3-thiazolidine. The thiazolidine was reacted with isobutyl bromide according to Method D2a to afford (4S)-2-(2-methyl-4-nitrophenylimino)-3-isobutyl-4-(1-(isobutylimidazolyl)methyl)-1,3-thiazolidine. The reactants are NC=1SC(=NN1)S (2-amino-5-mercapto-1,3,4-thiadiazole), C([O-])([O-])=O.[K+].[K+] (potassium carbonate), ClCC1=CC=CC=C1 (α-chlorotoluene), CN(C=O)C (N,N-dimethylformamide). Run in O (water). The product is NC=1SC(=NN1)SCC1=CC=CC=C1 (2-Amino-5-benzylthio-1,3,4-thiadiazole). RXN SMILES: [NH2:1][C:2]1[S:3][C:4]([SH:7])=[N:5][N:6]=1.C(=O)([O-])[O-].[K+].[K+].Cl[CH2:15][C:16]1[CH:21]=[CH:20][CH:19]=[CH:18][CH:17]=1.CN(C)C=O>O>[NH2:1][C:2]1[S:3][C:4]([S:7][CH2:15][C:16]2[CH:21]=[CH:20][CH:19]=[CH:18][CH:17]=2)=[N:5][N:6]=1 |f:1.2.3|. Reported procedure: A mixture of 2-amino-5-mercapto-1,3,4-thiadiazole (39.9 g), potassium carbonate (41.4 g), α-chlorotoluene (38.0 g), and N,N-dimethylformamide (180 ml) is heated for 1.5 hours on a steam bath. The reaction mixture is drowned into water (1,000 ml) and the product collected by filtration and air dried. The crude product is recrystallized from ethanol and melts at 154°-156° C. Yields the product Cl.C1(=CC(=CC=C1)[C@@H]1[C@H](CNCC1)OCC1=CC2=CC=CC=C2C=C1)C1=CC=CC=C1 ((3R*,4R*)-4-biphenyl-3-yl-3-(naphthalen-2-ylmethoxy)-piperidine hydrochloride). Procedure details: A mixture of the title C compound, (3R*,4R*)-4-biphenyl-3-yl-3-(naphthalen-2-ylmethoxy)-piperidine-1-carboxylic acid t-butyl ester (54 mg, 0.11 mmol) and HCl (5M in 2-propanol, 1 mL, 5 mmol) is stirred for several h at RT (until complete consumption of the starting material). The reaction mixture is evaporated in vacuo to afford (3R*,4R*)-4-biphenyl-3-yl-3-(naphthalen-2-ylmethoxy)-piperidine hydrochloride as a slightly beige foam: MS (LC/MS) 394.1 [M+H]+; Rf 0.23 (DCM/MeOH 9:1). Starting materials: C(C)(C)(C)OC(=O)N1C[C@@H]([C@H](CC1)C=1C=C(C=CC1)C1=CC=CC=C1)OCC1=CC2=CC=CC=C2C=C1 ((3R*,4R*)-4-biphenyl-3-yl-3-(naphthalen-2-ylmethoxy)-piperidine-1-carboxylic acid t-butyl ester), Cl (HCl). RXN SMILES: C(OC([N:8]1[CH2:13][CH2:12][C@H:11]([C:14]2[CH:15]=[C:16]([C:20]3[CH:25]=[CH:24][CH:23]=[CH:22][CH:21]=3)[CH:17]=[CH:18][CH:19]=2)[C@@H:10]([O:26][CH2:27][C:28]2[CH:37]=[CH:36][C:35]3[C:30](=[CH:31][CH:32]=[CH:33][CH:34]=3)[CH:29]=2)[CH2:9]1)=O)(C)(C)C.[ClH:38]>>[ClH:38].[C:16]1([C:20]2[CH:25]=[CH:24][CH:23]=[CH:22][CH:21]=2)[CH:17]=[CH:18][CH:19]=[C:14]([C@H:11]2[CH2:12][CH2:13][NH:8][CH2:9][C@@H:10]2[O:26][CH2:27][C:28]2[CH:37]=[CH:36][C:35]3[C:30](=[CH:31][CH:32]=[CH:33][CH:34]=3)[CH:29]=2)[CH:15]=1 |f:2.3|.